From a dataset of the Open Reaction Database (ORD), a public repository of structured organic reaction records. describe an organic reaction: reactants, conditions, products, and yield The reactants are C1CCNCC1, COc1cc[nH]c1C=O, CC(C)O, Cl, O, O=C1Cc2c(ccc3nc(-c4ccccc4)oc23)N1. Product: COc1cc[nH]c1C=C1C(=O)Nc2ccc3nc(-c4ccccc4)oc3c21. RXN SMILES: [CH2:29]1[CH2:30][CH2:31][NH:32][CH2:33][CH2:34]1.[CH3:1][O:2][c:3]1[c:4]([CH:8]=[O:9])[nH:5][cH:6][cH:7]1.[CH3:36][CH:37]([OH:38])[CH3:39].[ClH:35].[OH2:40].[c:10]1(-[c:16]2[o:17][c:18]3[c:19]4[c:23]([cH:24][cH:25][c:26]3[n:27]2)[NH:22][C:21](=[O:28])[CH2:20]4)[cH:11][cH:12][cH:13][cH:14][cH:15]1>>[CH3:1][O:2][c:3]1[c:4]([CH:8]=[C:20]2[c:19]3[c:18]4[o:17][c:16](-[c:10]5[cH:11][cH:12][cH:13][cH:14][cH:15]5)[n:27][c:26]4[cH:25][cH:24][c:23]3[NH:22][C:21]2=[O:28])[nH:5][cH:6][cH:7]1. Reactants: [Al+3], CCCc1cc(-c2ccccc2)ccc1OC(C)=O, [Cl-], [Cl-], [Cl-], ClCCl, COC(CCl)NC(=O)c1c(F)cccc1F. Yields the product CCCc1cc(-c2ccc(C(CCl)NC(=O)c3c(F)cccc3F)cc2)ccc1OC(C)=O. Reaction SMILES: [Al+3:2].[C:5]([CH3:6])(=[O:7])[O:8][c:9]1[c:10]([CH2:21][CH2:22][CH3:23])[cH:11][c:12](-[c:15]2[cH:16][cH:17][cH:18][cH:19][cH:20]2)[cH:13][cH:14]1.[Cl-:1].[Cl-:3].[Cl-:4].[Cl:40][CH2:41][Cl:42].[F:24][c:25]1[c:26]([C:27](=[O:28])[NH:29][CH:30]([CH2:31][Cl:32])[O:33][CH3:34])[c:35]([F:39])[cH:36][cH:37][cH:38]1>>[C:5]([CH3:6])(=[O:7])[O:8][c:9]1[c:10]([CH2:21][CH2:22][CH3:23])[cH:11][c:12](-[c:15]2[cH:16][cH:17][c:18]([CH:30]([NH:29][C:27]([c:26]3[c:25]([F:24])[cH:38][cH:37][cH:36][c:35]3[F:39])=[O:28])[CH2:31][Cl:32])[cH:19][cH:20]2)[cH:13][cH:14]1. RXN SMILES: [CH3:1][S:2]([O:5]COC1C=CC=CC=1)(=[O:4])=[O:3].[Cl:14][S:15]([OH:18])(=O)=[O:16].C(Cl)(=O)[C:20](Cl)=[O:21].[C:25]1(C)[CH:30]=[CH:29][CH:28]=[CH:27][CH:26]=1>ClCCl.CN(C=O)C>[CH3:1][S:2]([O:5][C:26]1[CH:27]=[C:28]([S:15]([Cl:14])(=[O:18])=[O:16])[CH:29]=[CH:30][C:25]=1[O:21][CH3:20])(=[O:4])=[O:3]. Solvent: ClCCl (dichloromethane), ClCCl (dichloromethane), ClCCl (dichloromethane). Procedure details: A solution of 2-(methanesulphonyloxy)methoxybenzene (0.822 g) in dichloromethane (15 ml) was stirred and cooled to -10° C. under a nitrogen atmosphere. A solution of chlorosulphonic acid (0.27 ml) in dichloromethane (5 ml) was then added dropwise over a period of 1 hour, maintaining the temperature below 0° C. The mixture was stirred for a further 4 hours, allowing the temperature to rise to 10° C. The mixture was evaporated to dryness in vacuo to yield an oil which was suspended in toluene (20 ... Conditions: temperature -10 celsius, time 4 hour. Reactants: C(C(=O)Cl)(=O)Cl (oxalyl chloride), ClS(=O)(=O)O (chlorosulphonic acid), C1(=CC=CC=C1)C (toluene), CS(=O)(=O)OCOC1=CC=CC=C1 (2-(methanesulphonyloxy)methoxybenzene), C(C(=O)Cl)(=O)Cl (Oxalyl chloride). Product: CS(=O)(=O)OC=1C=C(C=CC1OC)S(=O)(=O)Cl (3-Methanesulphonyloxy-4-methoxybenzenesulphonyl chloride). The reagents and catalysts are CN(C)C=O (DMF). Starting materials: C(C=O)(=O)OCC (ethyl glyoxalate), C1(=CC=CC=C1)C=1SC(=CN1)C(CC)=O (1-(2-phenyl-thiazol-5-yl)-propan-1-one), C[Si](C)(C)[N-][Si](C)(C)C.[Li+] (lithium bis(trimethylsilyl)amide). The reagents and catalysts are CC([O-])C.CC([O-])C.CC([O-])C.Cl[Ti+3] (chlorotitanium triisopropoxide). Solvent: C1(=CC=CC=C1)C (toluene), hexanes, O1CCCC1 (tetrahydrofuran). Run at temperature -20 celsius, time 0.5 hour. The product is C(C)OC(C(C(C(C1=CN=C(S1)C1=CC=CC=C1)=O)C)O)=O (2-Hydroxy-3-methyl-4-oxo-4-(2-phenyl-thiazol-5-yl)-butyric Acid Ethyl Ester). The yield is 195.7%. Reaction SMILES: [C:1]1([C:7]2[S:8][C:9]([C:12](=[O:15])[CH2:13][CH3:14])=[CH:10][N:11]=2)[CH:6]=[CH:5][CH:4]=[CH:3][CH:2]=1.C[Si]([N-][Si](C)(C)C)(C)C.[Li+].[C:26]([O:30][CH2:31][CH3:32])(=[O:29])[CH:27]=[O:28]>O1CCCC1.C1(C)C=CC=CC=1.CC(C)[O-].CC(C)[O-].CC(C)[O-].Cl[Ti+3]>[CH2:31]([O:30][C:26](=[O:29])[CH:27]([OH:28])[CH:13]([CH3:14])[C:12](=[O:15])[C:9]1[S:8][C:7]([C:1]2[CH:2]=[CH:3][CH:4]=[CH:5][CH:6]=2)=[N:11][CH:10]=1)[CH3:32] |f:1.2,6.7.8.9|. Reported procedure: To a −78° C. solution of 0.26 g (1.2 mmol) of the above-prepared 1-(2-phenyl-thiazol-5-yl)-propan-1-one was added 0.24 g (1.4 mmol) of 1M lithium bis(trimethylsilyl)amide in tetrahydrofuran. The mixture was allowed to stir for 0.5 hours and then 0.38 g (1.5 mmol) of 1M chlorotitanium triisopropoxide in hexanes was added. The reaction was allowed to warm to −20° C. and stirred for 15 minutes. The reaction was recooled to. −78° C. and 0.25 g (0.24 mmol) of ethyl glyoxalate in toluene(50%) was adde... The reactants are CO, C=C(C)c1ccc(-c2cc(-c3ccc(C(=O)OC)cc3C)ccc2OC)c(CN2C(=O)OC(c3cc(C(F)(F)F)cc(C(F)(F)F)c3)C2C)n1, [H][H]. Yields the product COC(=O)c1ccc(-c2ccc(OC)c(-c3ccc(C(C)C)nc3CN3C(=O)OC(c4cc(C(F)(F)F)cc(C(F)(F)F)c4)C3C)c2)c(C)c1. Reaction SMILES: [CH3:53][OH:54].[F:1][C:2]([c:3]1[cH:4][c:5]([CH:13]2[CH:14]([CH3:48])[N:15]([CH2:19][c:20]3[n:21][c:22]([C:45](=[CH2:46])[CH3:47])[cH:23][cH:24][c:25]3-[c:26]3[cH:27][c:28](-[c:34]4[c:35]([CH3:44])[cH:36][c:37]([C:40](=[O:41])[O:42][CH3:43])[cH:38][cH:39]4)[cH:29][cH:30][c:31]3[O:32][CH3:33])[C:16](=[O:18])[O:17]2)[cH:6][c:7]([C:9]([F:10])([F:11])[F:12])[cH:8]1)([F:49])[F:50].[H:51][H:52]>>[F:1][C:2]([c:3]1[cH:4][c:5]([CH:13]2[CH:14]([CH3:48])[N:15]([CH2:19][c:20]3[n:21][c:22]([CH:45]([CH3:46])[CH3:47])[cH:23][cH:24][c:25]3-[c:26]3[cH:27][c:28](-[c:34]4[c:35]([CH3:44])[cH:36][c:37]([C:40](=[O:41])[O:42][CH3:43])[cH:38][cH:39]4)[cH:29][cH:30][c:31]3[O:32][CH3:33])[C:16](=[O:18])[O:17]2)[cH:6][c:7]([C:9]([F:10])([F:11])[F:12])[cH:8]1)([F:49])[F:50]. Reactants: FC(C(=O)OCC)(C1=CC(=CC=C1)[N+](=O)[O-])F (ethyl 2,2-difluoro-2-(3-nitrophenyl)acetate), N (ammonia). Run at temperature 75 celsius. Yields the product FC(C(=O)N)(C1=CC(=CC=C1)[N+](=O)[O-])F (2,2-difluoro-2-(3-nitrophenyl)acetamide). Reaction SMILES: [F:1][C:2]([F:17])([C:8]1[CH:13]=[CH:12][CH:11]=[C:10]([N+:14]([O-:16])=[O:15])[CH:9]=1)[C:3](OCC)=[O:4].[NH3:18]>>[F:1][C:2]([F:17])([C:8]1[CH:13]=[CH:12][CH:11]=[C:10]([N+:14]([O-:16])=[O:15])[CH:9]=1)[C:3]([NH2:18])=[O:4]. Reported procedure: A solution of ethyl 2,2-difluoro-2-(3-nitrophenyl)acetate (0.701 g, 2.86 mmol) in Methanolic ammonia (7M, 20.0 ml) was taken in sealed tube. Resulting mixture was heated at 75° C. for 3 hrs. The reaction mixture was concentrated under vacuum and cold water was added to obtain the precipitate. Solid was filtered to obtain 2,2-difluoro-2-(3-nitrophenyl)acetamide (0.515 g). Starting materials: CS(=O)(=O)Cl, C[O-], CCOC(C)=O, CC(O)Cn1c(-c2ccc(Cl)cc2)nn(CC(=O)NCc2cccc(C(F)(F)F)c2)c1=O, Cl, [Na+], c1ccncc1. Product: CC=Cn1c(-c2ccc(Cl)cc2)nn(CC(=O)NCc2cccc(C(F)(F)F)c2)c1=O. RXN SMILES: [CH3:33][S:34](=[O:35])(=[O:36])[Cl:37].[CH3:38][O-:39].[CH3:48][CH2:49][O:50][C:51](=[O:52])[CH3:53].[Cl:1][c:2]1[cH:3][cH:4][c:5](-[c:8]2[n:9][n:10]([CH2:18][C:19](=[O:20])[NH:21][CH2:22][c:23]3[cH:24][c:25]([C:29]([F:30])([F:31])[F:32])[cH:26][cH:27][cH:28]3)[c:11](=[O:17])[n:12]2[CH2:13][CH:14]([CH3:15])[OH:16])[cH:6][cH:7]1.[ClH:41].[Na+:40].[cH:42]1[cH:43][cH:44][n:45][cH:46][cH:47]1>>[Cl:1][c:2]1[cH:3][cH:4][c:5](-[c:8]2[n:9][n:10]([CH2:18][C:19](=[O:20])[NH:21][CH2:22][c:23]3[cH:24][c:25]([C:29]([F:30])([F:31])[F:32])[cH:26][cH:27][cH:28]3)[c:11](=[O:17])[n:12]2[CH:13]=[CH:14][CH3:15])[cH:6][cH:7]1. The reactants are 0.41-g, O(C1=CC=CC=C1)C1=CC=C(C=C1)OC1=CC=CC=C1 (p-diphenoxybenzene), Cl.Cl.NC1=C(C=C(O)C(=C1)N)O (4,6-diaminoresorcinol dihydrochloride), oxy-bis(4-benzoic acid), 10-1, CS(=O)(=O)O (methanesulfonic acid). Run at temperature 95 celsius, time 48 hour. Yields the product O1C=NC2=C1C=CC=C2 (Benzoxazole). As a reaction SMILES: Cl.Cl.N[C:4]1[CH:10]=[C:9]([NH2:11])[C:7]([OH:8])=[CH:6][C:5]=1O.[CH3:13]S(O)(=O)=O.O(C1C=CC(OC2C=CC=CC=2)=CC=1)C1C=CC=CC=1>>[O:8]1[C:7]2[CH:6]=[CH:5][CH:4]=[CH:10][C:9]=2[N:11]=[CH:13]1 |f:0.1.2|. Reported procedure: Under nitrogen atmosphere, 1.00 g (4.69 mmoles) of 4,6-diaminoresorcinol dihydrochloride and 1.62 g (6.26 mmoles) of oxy-bis(4-benzoic acid) are mixed and 29.1 ml of 10-1 methanesulfonic acid solution is added. The mixture is stirred and heated to 95° C. for 24 hours and then cooled to 50° C. A 0.41-g (1.56-mmole) quantity of p-diphenoxybenzene is added and stirring is continued at 50° C. for 48 hours. The resulting copolymer is precipitated in aqueous potassium hydroxide in a blender, washed wi... The reactants are [Al+3], Cc1cnc2c(c1)cc1n2C(C)CNC1=O, [H-], [H-], [H-], [H-], [Li+]. Product: Cc1cnc2c(c1)cc1n2C(C)CNC1. As a reaction SMILES: [Al+3:18].[CH3:1][CH:2]1[CH2:3][NH:4][C:5](=[O:16])[c:6]2[cH:7][c:8]3[cH:9][c:10]([CH3:15])[cH:11][n:12][c:13]3[n:14]21.[H-:17].[H-:20].[H-:21].[H-:22].[Li+:19]>>[CH3:1][CH:2]1[CH2:3][NH:4][CH2:5][c:6]2[cH:7][c:8]3[cH:9][c:10]([CH3:15])[cH:11][n:12][c:13]3[n:14]21.